From a dataset of the Open Reaction Database (ORD), a public repository of structured organic reaction records. describe an organic reaction: reactants, conditions, products, and yield The reactants are CC(C)(C)c1ccc(CCCC2OCCO2)c(CO[SiH](c2ccccc2)c2ccccc2)c1, CC(C)(C)[Si](Cl)(c1ccccc1)c1ccccc1, C1CCOC1, Cl, [K+], [K+], O=C([O-])[O-], c1c[nH]cn1. Yields the product CC(C)(C)c1ccc(CCCC=O)c(CO[SiH](c2ccccc2)c2ccccc2)c1. RXN SMILES: [C:1]([CH3:2])([CH3:3])([CH3:4])[c:5]1[cH:6][c:7]([CH2:19][O:20][SiH:21]([c:22]2[cH:23][cH:24][cH:25][cH:26][cH:27]2)[c:28]2[cH:29][cH:30][cH:31][cH:32][cH:33]2)[c:8]([CH2:11][CH2:12][CH2:13][CH:14]2[O:15][CH2:18][CH2:17][O:16]2)[cH:9][cH:10]1.[C:46]([Si:47]([Cl:48])([c:49]1[cH:50][cH:51][cH:52][cH:53][cH:54]1)[c:55]1[cH:56][cH:57][cH:58][cH:59][cH:60]1)([CH3:61])([CH3:62])[CH3:63].[CH2:64]1[O:65][CH2:66][CH2:67][CH2:68]1.[ClH:34].[K+:35].[K+:36].[O-:37][C:38]([O-:39])=[O:40].[nH:41]1[cH:42][cH:43][n:44][cH:45]1>>[C:1]([CH3:2])([CH3:3])([CH3:4])[c:5]1[cH:6][c:7]([CH2:19][O:20][SiH:21]([c:22]2[cH:23][cH:24][cH:25][cH:26][cH:27]2)[c:28]2[cH:29][cH:30][cH:31][cH:32][cH:33]2)[c:8]([CH2:11][CH2:12][CH2:13][CH:14]=[O:15])[cH:9][cH:10]1. The reactants are Cc1ccccc1Br, CCCC[N+](CCCC)(CCCC)CCCC, ClCCl, COC(=O)CCc1c[nH]c2ccc(F)cc12, [K+], [OH-], O=S(=O)(Cl)Cl, O=S(=O)([O-])O. The product is COC(=O)CCc1cn(S(=O)(=O)c2cccc(Br)c2C)c2ccc(F)cc12. RXN SMILES: [Br:22][c:23]1[c:24]([CH3:29])[cH:25][cH:26][cH:27][cH:28]1.[CH2:37]([N+:38]([CH2:39][CH2:40][CH2:41][CH3:42])([CH2:43][CH2:44][CH2:45][CH3:46])[CH2:47][CH2:48][CH2:49][CH3:50])[CH2:51][CH2:52][CH3:53].[CH2:54]([Cl:55])[Cl:56].[CH3:1][O:2][C:3]([CH2:4][CH2:5][c:6]1[cH:7][nH:8][c:9]2[cH:10][cH:11][c:12]([F:15])[cH:13][c:14]12)=[O:16].[K+:31].[OH-:30].[S:17](=[O:18])(=[O:19])([Cl:20])[Cl:21].[S:32]([O-:33])([OH:34])(=[O:35])=[O:36]>>[CH3:1][O:2][C:3]([CH2:4][CH2:5][c:6]1[cH:7][n:8]([S:17](=[O:18])(=[O:19])[c:25]2[c:24]([CH3:29])[c:23]([Br:22])[cH:28][cH:27][cH:26]2)[c:9]2[cH:10][cH:11][c:12]([F:15])[cH:13][c:14]12)=[O:16].